Dataset: the Open Reaction Database (ORD), a public repository of structured organic reaction records. Task: describe an organic reaction: reactants, conditions, products, and yield Reactants: O=C(Cl)c1ccccc1, ClCCl, CCOC(=O)C1(Cc2ccccc2)CCCC1O, c1ccncc1. Yields the product CCOC(=O)C1(Cc2ccccc2)CCCC1OC(=O)c1ccccc1. RXN SMILES: [C:22]([c:23]1[cH:24][cH:25][cH:26][cH:27][cH:28]1)(=[O:29])[Cl:30].[CH2:19]([Cl:20])[Cl:21].[CH2:1]([c:2]1[cH:3][cH:4][cH:5][cH:6][cH:7]1)[C:8]1([C:14](=[O:15])[O:16][CH2:17][CH3:18])[CH:9]([OH:13])[CH2:10][CH2:11][CH2:12]1.[cH:31]1[cH:32][cH:33][n:34][cH:35][cH:36]1>>[CH2:1]([c:2]1[cH:3][cH:4][cH:5][cH:6][cH:7]1)[C:8]1([C:14](=[O:15])[O:16][CH2:17][CH3:18])[CH:9]([O:13][C:22]([c:23]2[cH:24][cH:25][cH:26][cH:27][cH:28]2)=[O:29])[CH2:10][CH2:11][CH2:12]1. Yields the product CCN(CC)CCOc1ccc2c(c1)CCN(S(=O)(=O)c1ccc(Oc3ccc(OC)cc3)cc1)C2C(=O)OC. Reaction SMILES: [CH2:34]([CH3:35])[N:36]([CH2:37][CH2:38][OH:39])[CH2:40][CH3:41].[F:42][c:43]1[cH:44][cH:45][c:46]([O:47][c:48]2[cH:49][cH:50][c:51]([S:52]([N:53]3[CH2:54][CH2:55][c:56]4[c:57]([cH:58][cH:59][c:60]([O:61][CH2:62][CH2:63][CH2:64][N:65]5[CH2:66][CH2:67][N:68]([CH3:69])[CH2:70][CH2:71]5)[cH:72]4)[CH:73]3[C:74]([O:75][CH3:76])=[O:77])(=[O:78])=[O:79])[cH:80][cH:81]2)[cH:82][cH:83]1.[OH:1][c:2]1[cH:3][c:4]2[c:9]([cH:10][cH:11]1)[CH:8]([C:12](=[O:13])[O:14][CH3:15])[N:7]([S:16](=[O:17])(=[O:18])[c:19]1[cH:20][cH:21][c:22]([O:25][c:26]3[cH:27][cH:28][c:29]([O:32][CH3:33])[cH:30][cH:31]3)[cH:23][cH:24]1)[CH2:6][CH2:5]2>>[O:1]([c:2]1[cH:3][c:4]2[c:9]([cH:10][cH:11]1)[CH:8]([C:12](=[O:13])[O:14][CH3:15])[N:7]([S:16](=[O:17])(=[O:18])[c:19]1[cH:20][cH:21][c:22]([O:25][c:26]3[cH:27][cH:28][c:29]([O:32][CH3:33])[cH:30][cH:31]3)[cH:23][cH:24]1)[CH2:6][CH2:5]2)[CH2:38][CH2:37][N:36]([CH2:34][CH3:35])[CH2:40][CH3:41]. Reactants: CCN(CC)CCO, COC(=O)C1c2ccc(OCCCN3CCN(C)CC3)cc2CCN1S(=O)(=O)c1ccc(Oc2ccc(F)cc2)cc1, COC(=O)C1c2ccc(O)cc2CCN1S(=O)(=O)c1ccc(Oc2ccc(OC)cc2)cc1. Reactants: Cl, O=C(O)c1cnoc1-c1ccc(C(F)(F)F)cc1, c1cncc(C2CNCCS2)c1. The product is O=C(c1cnoc1-c1ccc(C(F)(F)F)cc1)N1CCSC(c2cccnc2)C1. RXN SMILES: [ClH:19].[F:1][C:2]([c:3]1[cH:4][cH:5][c:6](-[c:9]2[c:10]([C:14](=[O:15])[OH:16])[cH:11][n:12][o:13]2)[cH:7][cH:8]1)([F:17])[F:18].[n:20]1[cH:21][c:22]([CH:26]2[S:27][CH2:28][CH2:29][NH:30][CH2:31]2)[cH:23][cH:24][cH:25]1>>[F:1][C:2]([c:3]1[cH:4][cH:5][c:6](-[c:9]2[c:10]([C:14](=[O:16])[N:30]3[CH2:29][CH2:28][S:27][CH:26]([c:22]4[cH:21][n:20][cH:25][cH:24][cH:23]4)[CH2:31]3)[cH:11][n:12][o:13]2)[cH:7][cH:8]1)([F:17])[F:18]. The reactants are FC(S(=O)(=O)OC1=CC=C(C(=N1)CC1=CC=CC=C1)Br)(F)F (2-benzyl-3-bromo-6-pyridyl trifluoromethanesulfonate), N1=CC=C(C=C1)[Sn](CCCC)(CCCC)CCCC ((4-pyridyl)tributyltin). The reagents and catalysts are [Cl-].C(CCC)[N+](CCCC)(CCCC)CCCC (tetrabutylammonium chloride), C=1C=CC(=CC1)[P](C=2C=CC=CC2)(C=3C=CC=CC3)[Pd]([P](C=4C=CC=CC4)(C=5C=CC=CC5)C=6C=CC=CC6)([P](C=7C=CC=CC7)(C=8C=CC=CC8)C=9C=CC=CC9)[P](C=1C=CC=CC1)(C=1C=CC=CC1)C=1C=CC=CC1 (tetrakis(triphenylphosphine)palladium(0)). Run in C=1(C(=CC=CC1)C)C (xylene). Reaction conditions: time 1 hour. The product is C(C1=CC=CC=C1)C1=NC(=CC=C1Br)C1=CC=NC=C1 (2-Benzyl-3-bromo-6-(4-pyridyl)pyridine). The yield is 80.1%. RXN SMILES: FC(F)(F)S(O[C:7]1[N:12]=[C:11]([CH2:13][C:14]2[CH:19]=[CH:18][CH:17]=[CH:16][CH:15]=2)[C:10]([Br:20])=[CH:9][CH:8]=1)(=O)=O.[N:23]1[CH:28]=[CH:27][C:26]([Sn](CCCC)(CCCC)CCCC)=[CH:25][CH:24]=1>[Cl-].C([N+](CCCC)(CCCC)CCCC)CCC.C1C=CC([P]([Pd]([P](C2C=CC=CC=2)(C2C=CC=CC=2)C2C=CC=CC=2)([P](C2C=CC=CC=2)(C2C=CC=CC=2)C2C=CC=CC=2)[P](C2C=CC=CC=2)(C2C=CC=CC=2)C2C=CC=CC=2)(C2C=CC=CC=2)C2C=CC=CC=2)=CC=1.C1(C)C(C)=CC=CC=1>[CH2:13]([C:11]1[C:10]([Br:20])=[CH:9][CH:8]=[C:7]([C:26]2[CH:27]=[CH:28][N:23]=[CH:24][CH:25]=2)[N:12]=1)[C:14]1[CH:19]=[CH:18][CH:17]=[CH:16][CH:15]=1 |f:2.3,^1:63,65,84,103|. Reported procedure: A mixture of 298 mg of 2-benzyl-3-bromo-6-pyridyl trifluoromethanesulfonate, 277 mg of (4-pyridyl)tributyltin, 87 mg of tetrakis(triphenylphosphine)palladium(0), 209 mg of tetrabutylammonium chloride and 5.0 ml of xylene was heated under stirring in an oil bath kept at 140° C. for one hour in a nitrogen atmosphere. After cooling as it was, the solvent was removed, and the residue was subjected to NH-silica gel column chromatography and eluted with hexane/ethyl acetate (5:1) and then with hexane/... Starting materials: CC(C)(C)[Si](C)(C)OCCBr, CCOC(C)=O, O=S(=O)(Cc1c(F)ccc(F)c1F)c1ccc(Cl)cc1, [H-], [Na+], CN(C)C=O, O. Product: CC(C)(C)[Si](C)(C)OCCC(c1c(F)ccc(F)c1F)S(=O)(=O)c1ccc(Cl)cc1. Reaction SMILES: [Br:21][CH2:22][CH2:23][O:24][Si:25]([CH3:26])([CH3:27])[C:28]([CH3:29])([CH3:30])[CH3:31].[CH3:40][CH2:41][O:42][C:43](=[O:44])[CH3:45].[Cl:1][c:2]1[cH:3][cH:4][c:5]([S:8](=[O:9])(=[O:10])[CH2:11][c:12]2[c:13]([F:20])[cH:14][cH:15][c:16]([F:19])[c:17]2[F:18])[cH:6][cH:7]1.[H-:33].[Na+:32].[O:35]=[CH:36][N:37]([CH3:38])[CH3:39].[OH2:34]>>[Cl:1][c:2]1[cH:3][cH:4][c:5]([S:8](=[O:9])(=[O:10])[CH:11]([c:12]2[c:13]([F:20])[cH:14][cH:15][c:16]([F:19])[c:17]2[F:18])[CH2:22][CH2:23][O:24][Si:25]([CH3:26])([CH3:27])[C:28]([CH3:29])([CH3:30])[CH3:31])[cH:6][cH:7]1. Starting materials: C1CCOC1, COP(C)(=O)OC, CO, [Li]CCCC, COC(=O)CCC1CCCC1, O=C(O)CCC1CCCC1, O=S(=O)(O)O. Yields the product COP(=O)(CC(=O)CCC1CCCC1)OC. RXN SMILES: [CH2:39]1[O:40][CH2:41][CH2:42][CH2:43]1.[CH3:1][P:2]([O:3][CH3:4])([O:5][CH3:6])=[O:7].[CH3:44][OH:45].[CH3:8][CH2:9][CH2:10][CH2:11][Li:12].[CH:13]1([CH2:18][CH2:19][C:20](=[O:21])[O:22][CH3:23])[CH2:14][CH2:15][CH2:16][CH2:17]1.[OH:24][C:25]([CH2:26][CH2:27][CH:28]1[CH2:29][CH2:30][CH2:31][CH2:32]1)=[O:33].[S:34](=[O:35])(=[O:36])([OH:37])[OH:38]>>[CH2:1]([P:2]([O:3][CH3:4])([O:5][CH3:6])=[O:7])[C:20]([CH2:19][CH2:18][CH:13]1[CH2:14][CH2:15][CH2:16][CH2:17]1)=[O:21]. Reactants: CC(C)(C)OC(=O)c1nc2ccc(Cl)nn2n1, O, NCCCN1CCC(OC(c2ccccc2)c2ccccc2)CC1, c1ccncc1. The product is CC(C)(C)OC(=O)c1nc2ccc(NCCCN3CCC(OC(c4ccccc4)c4ccccc4)CC3)nn2n1. As a reaction SMILES: [Cl:25][c:26]1[cH:27][cH:28][c:29]2[n:30]([n:31]1)[n:32][c:33]([C:35](=[O:36])[O:37][C:38]([CH3:39])([CH3:40])[CH3:41])[n:34]2.[OH2:42].[c:1]1([CH:7]([O:8][CH:9]2[CH2:10][CH2:11][N:12]([CH2:15][CH2:16][CH2:17][NH2:18])[CH2:13][CH2:14]2)[c:19]2[cH:20][cH:21][cH:22][cH:23][cH:24]2)[cH:2][cH:3][cH:4][cH:5][cH:6]1.[cH:43]1[cH:44][cH:45][n:46][cH:47][cH:48]1>>[c:1]1([CH:7]([O:8][CH:9]2[CH2:10][CH2:11][N:12]([CH2:15][CH2:16][CH2:17][NH:18][c:26]3[cH:27][cH:28][c:29]4[n:30]([n:31]3)[n:32][c:33]([C:35](=[O:36])[O:37][C:38]([CH3:39])([CH3:40])[CH3:41])[n:34]4)[CH2:13][CH2:14]2)[c:19]2[cH:20][cH:21][cH:22][cH:23][cH:24]2)[cH:2][cH:3][cH:4][cH:5][cH:6]1. The reactants are Cc1c(OCC(F)(F)F)ccnc1CSc1nc2ccccc2[nH]1, CCO, O. The product is Cc1c(OCC(F)(F)F)ccnc1CS(=O)c1nc2ccccc2[nH]1. Reaction SMILES: [CH3:1][c:2]1[c:3]([CH2:14][S:15][c:16]2[n:17][c:18]3[c:19]([nH:20]2)[cH:21][cH:22][cH:23][cH:24]3)[n:4][cH:5][cH:6][c:7]1[O:8][CH2:9][C:10]([F:11])([F:12])[F:13].[CH3:26][CH2:27][OH:28].[OH2:25]>>[CH3:1][c:2]1[c:3]([CH2:14][S:15]([c:16]2[nH:17][c:18]3[c:19]([n:20]2)[cH:21][cH:22][cH:23][cH:24]3)=[O:25])[n:4][cH:5][cH:6][c:7]1[O:8][CH2:9][C:10]([F:11])([F:12])[F:13]. Reactants: [Cl-].[Al+3].[Cl-].[Cl-] (aluminum chloride), CC1=C(C(=O)Cl)C=CC=C1[N+](=O)[O-] (2-methyl-3-nitrobenzoyl chloride). Procedure details: reacting one mole of said 2-methyl-3-nitrobenzoyl chloride in refluxing benzene in the presence of two moles of aluminum chloride for a period of 2-3 hours to form 2-methyl-3-nitrobenzophenone, As a reaction SMILES: [CH3:1][C:2]1[C:10]([N+:11]([O-:13])=[O:12])=[CH:9][CH:8]=[CH:7][C:3]=1[C:4](Cl)=[O:5].[Cl-].[Al+3].[Cl-].[Cl-]>C1C=CC=CC=1>[CH3:1][C:2]1[C:10]([N+:11]([O-:13])=[O:12])=[CH:9][CH:8]=[CH:7][C:3]=1[C:4]([C:2]1[CH:10]=[CH:9][CH:8]=[CH:7][CH:3]=1)=[O:5] |f:1.2.3.4|. The product is CC1=C(C(=O)C2=CC=CC=C2)C=CC=C1[N+](=O)[O-] (2-methyl-3-nitrobenzophenone). Solvent: C1=CC=CC=C1 (benzene).